Dataset: the Open Reaction Database (ORD), a public repository of structured organic reaction records. Task: describe an organic reaction: reactants, conditions, products, and yield Reactants: CCO, I, Nc1ccc2c(c1)SCCN2CCN1CCCC1, CSC(=N)c1cccs1. Yields the product N=C(Nc1ccc2c(c1)SCCN2CCN1CCCC1)c1cccs1. As a reaction SMILES: [CH3:29][CH2:30][OH:31].[IH:1].[N:11]1([CH2:16][CH2:17][N:18]2[c:19]3[c:20]([cH:24][c:25]([NH2:28])[cH:26][cH:27]3)[S:21][CH2:22][CH2:23]2)[CH2:12][CH2:13][CH2:14][CH2:15]1.[s:2]1[c:3]([C:7](=[NH:8])[S:9][CH3:10])[cH:4][cH:5][cH:6]1>>[s:2]1[c:3]([C:7](=[NH:8])[NH:28][c:25]2[cH:24][c:20]3[c:19]([cH:27][cH:26]2)[N:18]([CH2:17][CH2:16][N:11]2[CH2:12][CH2:13][CH2:14][CH2:15]2)[CH2:23][CH2:22][S:21]3)[cH:4][cH:5][cH:6]1. Reactants: O=C1CN(c2ccc(I)cc2OCc2ccccc2)S(=O)(=O)N1, C=Cc1cccnc1. Product: O=C1CN(c2ccc(C=Cc3cccnc3)cc2OCc2ccccc2)S(=O)(=O)N1. Reaction SMILES: [CH2:1]([c:2]1[cH:3][cH:4][cH:5][cH:6][cH:7]1)[O:8][c:9]1[c:10]([N:16]2[CH2:17][C:18](=[O:23])[NH:19][S:20]2(=[O:21])=[O:22])[cH:11][cH:12][c:13]([I:15])[cH:14]1.[CH:24](=[CH2:25])[c:26]1[cH:27][n:28][cH:29][cH:30][cH:31]1>>[CH2:1]([c:2]1[cH:3][cH:4][cH:5][cH:6][cH:7]1)[O:8][c:9]1[c:10]([N:16]2[CH2:17][C:18](=[O:23])[NH:19][S:20]2(=[O:21])=[O:22])[cH:11][cH:12][c:13]([CH:25]=[CH:24][c:26]2[cH:27][n:28][cH:29][cH:30][cH:31]2)[cH:14]1. The reactants are [Cl-].[Cl-].[Cl-].[Al+3] (aluminium trichloride), COC(=O)C1=CC2=C1C=C(C=C2)OC (5-methoxybenzocyclobutene-1-carboxylic acid methyl ester), CC1=C(C(=S)Cl)C=CC=C1 (o-methylthiobenzoyl chloride). Yields the product COC(=O)C1=CC2=C1C=C(C(=C2)C(C2=C(C=CC=C2)C)=S)O (4-(o-methylthiobenzoyl)-5-hydroxybenzocyclobutene-1-carboxylic acid methyl ester). Reaction SMILES: [Cl-].[Cl-].[Cl-].[Al+3].[CH3:5][O:6][C:7]([C:9]1[C:12]2[CH:13]=[C:14]([O:17]C)[CH:15]=[CH:16][C:11]=2[CH:10]=1)=[O:8].[CH3:19][C:20]1[CH:28]=[CH:27][CH:26]=[CH:25][C:21]=1[C:22](Cl)=[S:23]>>[CH3:5][O:6][C:7]([C:9]1[C:12]2[CH:13]=[C:14]([OH:17])[C:15]([C:22](=[S:23])[C:21]3[CH:25]=[CH:26][CH:27]=[CH:28][C:20]=3[CH3:19])=[CH:16][C:11]=2[CH:10]=1)=[O:8] |f:0.1.2.3|. Procedure details: In a manner analogous to that described in Example 5, starting from 37.12 g of aluminium trichloride, 13.42 g of 5-methoxybenzocyclobutene-1-carboxylic acid methyl ester and 26.05 g of o-methylthiobenzoyl chloride there is obtained 4-(o-methylthiobenzoyl)-5-hydroxybenzocyclobutene-1-carboxylic acid methyl ester in the form of a viscous yellow oil. The reactants are ClCC1=NN=NN1C1=CC(=C(C#N)C=C1)C(F)(F)F (4-[5-(chloromethyl)-1H-tetrazol-1-yl]-2-(trifluoromethyl)benzonitrile), ClCC1=NN=NN1C1=CC(=C(C#N)C=C1)C(F)(F)F (4-[5-(chloromethyl)-1H-tetrazol-1-yl]-2-(trifluoromethyl)benzonitrile), Cl.C12COCC(CC1)N2 (3-oxa-8-azabicyclo[3.2.1]octane hydrochloride), Cl.C12COCC(CC1)N2 (3-oxa-8-azabicyclo[3.2.1]octane hydrochloride), C(C)(C)N(CC)C(C)C (di-isopropylethylamine). The solvent is C(C)#N (acetonitrile), C(Cl)Cl (DCM), Cl (HCl), C(C)OCC (diethyl ether). Run at temperature 85 celsius, time 6 hour. Product: Cl.C12COCC(CC1)N2CC2=NN=NN2C2=CC(=C(C#N)C=C2)C(F)(F)F (4-[5-(3-oxa-8-azabicyclo[3.2.1]oct-8-ylmethyl)-1H-tetrazol-1-yl]-2-(trifluoromethyl)benzonitrile hydrochloride). Isolated yield 60.4%. Reaction SMILES: [Cl:1][CH2:2][C:3]1[N:7]([C:8]2[CH:15]=[CH:14][C:11]([C:12]#[N:13])=[C:10]([C:16]([F:19])([F:18])[F:17])[CH:9]=2)[N:6]=[N:5][N:4]=1.Cl.[CH:21]12[NH:28][CH:25]([CH2:26][CH2:27]1)[CH2:24][O:23][CH2:22]2.C(N(C(C)C)CC)(C)C>C(#N)C.C(Cl)Cl.Cl.C(OCC)C>[ClH:1].[CH:25]12[N:28]([CH2:2][C:3]3[N:7]([C:8]4[CH:15]=[CH:14][C:11]([C:12]#[N:13])=[C:10]([C:16]([F:19])([F:18])[F:17])[CH:9]=4)[N:6]=[N:5][N:4]=3)[CH:21]([CH2:27][CH2:26]1)[CH2:22][O:23][CH2:24]2 |f:1.2,8.9|. Procedure: To a solution of 4-[5-(chloromethyl)-1H-tetrazol-1-yl]-2-(trifluoromethyl)benzonitrile (Intermediate 24, 1.70 g, 5.91 mmol) and 3-oxa-8-azabicyclo[3.2.1]octane hydrochloride (Intermediate 27, 0.884 g, 5.91 mmol) in acetonitrile (25 mL) was added di-isopropylethylamine (2.06 mL, 11.8 mmol). The reaction was heated to 85° C. and stirred for 6 hours. The reaction was cooled and the solvent removed under vacuum. The residue was partitioned between DCM (100 mL) and water (50 mL). The aqueous layer wa...